From a dataset of the Open Reaction Database (ORD), a public repository of structured organic reaction records. describe an organic reaction: reactants, conditions, products, and yield Reactants: COC=1C(=CC2=C(C=C(O2)C2CCNCC2)C1)OC (4-(5,6-dimethoxy-2-benzofuranyl)-piperidine), Cl (hydrochloride). The product is COC=1C(=CC2=C(C=C(O2)C2=CC=NC=C2)C1)OC (4-(5,6-dimethoxy-2-benzofuranyl)-pyridine). Reaction SMILES: [CH3:1][O:2][C:3]1[C:4]([O:18][CH3:19])=[CH:5][C:6]2[O:10][C:9]([CH:11]3[CH2:16][CH2:15][NH:14][CH2:13][CH2:12]3)=[CH:8][C:7]=2[CH:17]=1.Cl>>[CH3:1][O:2][C:3]1[C:4]([O:18][CH3:19])=[CH:5][C:6]2[O:10][C:9]([C:11]3[CH:12]=[CH:13][N:14]=[CH:15][CH:16]=3)=[CH:8][C:7]=2[CH:17]=1. Procedure: Likewise analogously to Example 2, there is obtained, by hydrogenation of 12.5 g of 4-(5,6-dimethoxy-2-benzofuranyl)-pyridine, 4-(5,6-dimethoxy-2-benzofuranyl)-piperidine, M.P. 95-98, and its hydrochloride, M.P. 227°-229°.